Dataset: the Open Reaction Database (ORD), a public repository of structured organic reaction records. Task: describe an organic reaction: reactants, conditions, products, and yield Reactants: [BH4-].[Na+] (Sodium borohydride), C(C1=CC=CC=C1)N1CC(C(C(C1)CC)=O)(C)CC (1-benzyl-3,5-diethyl-3-methylpiperidin-4-one). Run in CO (methanol). Reaction conditions: time 1 hour. The product is C(C1=CC=CC=C1)N1CC(C(C(C1)CC)O)(C)CC (1-benzyl-3,5-diethyl-4-hydroxy-3-methylpiperidine). RXN SMILES: [BH4-].[Na+].[CH2:3]([N:10]1[CH2:15][CH:14]([CH2:16][CH3:17])[C:13](=[O:18])[C:12]([CH2:20][CH3:21])([CH3:19])[CH2:11]1)[C:4]1[CH:9]=[CH:8][CH:7]=[CH:6][CH:5]=1>CO>[CH2:3]([N:10]1[CH2:15][CH:14]([CH2:16][CH3:17])[CH:13]([OH:18])[C:12]([CH2:20][CH3:21])([CH3:19])[CH2:11]1)[C:4]1[CH:5]=[CH:6][CH:7]=[CH:8][CH:9]=1 |f:0.1|. Reported procedure: Sodium borohydride (0.18 g, 4.8 mmole) was added to the stirred solution of 1-benzyl-3,5-diethyl-3-methylpiperidin-4-one (2.0 g, 7.72 mmole) in methanol (20 ml) at 0-5° C. over a period of 5 min, and stirring was continued for 1 hr at ambient temperature. The reaction mixture was concentrated to dryness, triturated with water (20 ml) and extracted with ethyl acetate. The ethyl acetate extract was dried (Na2SO4) and concentrated to dryness to furnish 1-benzyl-3,5-diethyl-4-hydroxy-3-methylpiperid...